From a dataset of the Open Reaction Database (ORD), a public repository of structured organic reaction records. describe an organic reaction: reactants, conditions, products, and yield Reactants: C1(=CC=C(C=C1)C1(OC(=C(N1)CCSC1=CC=C(OC(C(=O)O)(C)C)C=C1)C)C1=CC=CC=C1)C1=CC=CC=C1 (2-{4-[2-(2-biphenyl-4-yl-5-methyl-2-phenyl-oxazol-4-yl)-ethylsulfanyl]-phenoxy}-2-methylpropionic acid), 1/1, CO.O (methanol water), OOS(=O)[O-].[K+] (oxone), CO (methanol). Reaction conditions: time 2 hour. Yields the product C1(=CC=C(C=C1)C=1OC(=C(N1)CCS(=O)(=O)C1=CC=C(OC(C(=O)O)(C)C)C=C1)C)C1=CC=CC=C1 (2-{4-[2-(2-Biphenyl-4-yl-5-methyloxazol-4-yl)-ethylsulfonyl]-phenoxy}-2-methyl-propionic acid). As a reaction SMILES: [C:1]1([C:35]2[CH:40]=[CH:39][CH:38]=[CH:37][CH:36]=2)[CH:6]=[CH:5][C:4]([C:7]2(C3C=CC=CC=3)[NH:11][C:10]([CH2:12][CH2:13][S:14][C:15]3[CH:27]=[CH:26][C:18]([O:19][C:20]([CH3:25])([CH3:24])[C:21]([OH:23])=[O:22])=[CH:17][CH:16]=3)=[C:9]([CH3:28])[O:8]2)=[CH:3][CH:2]=1.CO.[OH2:43].OOS([O-])=O.[K+].C[OH:51]>>[C:1]1([C:35]2[CH:40]=[CH:39][CH:38]=[CH:37][CH:36]=2)[CH:6]=[CH:5][C:4]([C:7]2[O:8][C:9]([CH3:28])=[C:10]([CH2:12][CH2:13][S:14]([C:15]3[CH:27]=[CH:26][C:18]([O:19][C:20]([CH3:25])([CH3:24])[C:21]([OH:23])=[O:22])=[CH:17][CH:16]=3)(=[O:51])=[O:43])[N:11]=2)=[CH:3][CH:2]=1 |f:1.2,3.4|. Reported procedure: 2-{4-[2-(2-biphenyl-4-yl-5-methyl-2-phenyl-oxazol-4-yl)-ethylsulfanyl]-phenoxy}-2-methylpropionic acid (31 mg, 0.078 mmol) was mixed with 8 mL 1/1 methanol/water. Solid oxone (100mg, 0.16 mmol) was added and the reaction was stirred at room temperature for 2 h. The methanol was allowed to evaporate overnight and the white precipitate was collected and washed with water. After drying in a vacuum oven the product was obtained as a light tan solid. 1H NMR (CDCl3) δ1.67 (s, 6H), 2.38 (s, 3H), 3.05 (... Starting materials: CN(C(=O)N)C (N,N-dimethylurea), CC1(C2=C(C(=CC=C2)P(C3=CC=CC=C3)C4=CC=CC=C4)OC5=C(C=CC=C51)P(C6=CC=CC=C6)C7=CC=CC=C7)C (XANTPHOS), C(=O)([O-])[O-].[Cs+].[Cs+] (Cs2CO3), ClC1=NC=CC(=C1)OC=1C(=NC(=CC1)[N+](=O)[O-])C (3-((2-chloropyridin-4-yl)oxy)-2-methyl-6-nitropyridine). Reagents/catalysts: C=1C=CC(=CC1)/C=C/C(=O)/C=C/C2=CC=CC=C2.C=1C=CC(=CC1)/C=C/C(=O)/C=C/C2=CC=CC=C2.C=1C=CC(=CC1)/C=C/C(=O)/C=C/C2=CC=CC=C2.[Pd].[Pd] (Pd2(dba)3). The solvent is O1CCOCC1 (dioxane). Conditions: temperature 100 celsius. Product: CN(C(=O)NC1=NC=CC(=C1)OC=1C(=NC(=CC1)[N+](=O)[O-])C)C (1,1-dimethyl-3-(4-((2-methyl-6-nitropyridin-3-yl)oxy)pyridin-2-yl)urea). The yield is 85.6%. Reaction SMILES: Cl[C:2]1[CH:7]=[C:6]([O:8][C:9]2[C:10]([CH3:18])=[N:11][C:12]([N+:15]([O-:17])=[O:16])=[CH:13][CH:14]=2)[CH:5]=[CH:4][N:3]=1.[CH3:19][N:20]([CH3:24])[C:21]([NH2:23])=[O:22].CC1(C)C2C(=C(P(C3C=CC=CC=3)C3C=CC=CC=3)C=CC=2)OC2C(P(C3C=CC=CC=3)C3C=CC=CC=3)=CC=CC1=2.C([O-])([O-])=O.[Cs+].[Cs+]>O1CCOCC1.C1C=CC(/C=C/C(/C=C/C2C=CC=CC=2)=O)=CC=1.C1C=CC(/C=C/C(/C=C/C2C=CC=CC=2)=O)=CC=1.C1C=CC(/C=C/C(/C=C/C2C=CC=CC=2)=O)=CC=1.[Pd].[Pd]>[CH3:19][N:20]([CH3:24])[C:21]([NH:23][C:2]1[CH:7]=[C:6]([O:8][C:9]2[C:10]([CH3:18])=[N:11][C:12]([N+:15]([O-:17])=[O:16])=[CH:13][CH:14]=2)[CH:5]=[CH:4][N:3]=1)=[O:22] |f:3.4.5,7.8.9.10.11|. Reported procedure: A solution of Example A3 (0.500 g, 1.882 mmol) in dioxane (10 mL) was sparged with Ar, treated with N,N-dimethylurea (0.829 g, 9.41 mmol), XANTPHOS (218 mg, 0.376 mmol), and Cs2CO3 (1.226 g, 3.76 mmol), sparged with Ar, treated with Pd2(dba)3 (0.172 g, 0.188 mmol), sparged again with Ar and heated at 100° C. overnight. The mixture was cooled to RT and diluted with EtOAc. The solids were removed via filtration through diatomaceous earth and washed with EtOAc. The filtrates were concentrated to dr... Reactants: O=[N+]([O-])c1ccccc1Cl, [K+], C1COCCO1, [OH-], OCC1CCNCC1. Product: O=[N+]([O-])c1ccccc1OCC1CCNCC1. As a reaction SMILES: [Cl:9][c:10]1[c:11]([N+:16](=[O:17])[O-:18])[cH:12][cH:13][cH:14][cH:15]1.[K+:20].[O:21]1[CH2:22][CH2:23][O:24][CH2:25][CH2:26]1.[OH-:19].[OH:1][CH2:2][CH:3]1[CH2:4][CH2:5][NH:6][CH2:7][CH2:8]1>>[O:1]([CH2:2][CH:3]1[CH2:4][CH2:5][NH:6][CH2:7][CH2:8]1)[c:10]1[c:11]([N+:16](=[O:17])[O-:18])[cH:12][cH:13][cH:14][cH:15]1. Starting materials: C(C(=O)OCC)(=O)OCC (diethyl oxalate), FC=1C(=C(C(=C(C1F)F)F)N)N (3,4,5,6-tetrafluoro-1,2-diaminobenzene). Conditions: time 8 hour. The product is FC1=C2NC(C(NC2=C(C(=C1F)F)F)=O)=O (5,6,7,8-Tetrafluoro-1,4-dihydro-2,3-quinoxalinedione). As a reaction SMILES: [C:1]([O:8]CC)(=O)[C:2]([O:4]CC)=O.[F:11][C:12]1[C:13]([NH2:22])=[C:14]([NH2:21])[C:15]([F:20])=[C:16]([F:19])[C:17]=1[F:18]>>[F:11][C:12]1[C:17]([F:18])=[C:16]([F:19])[C:15]([F:20])=[C:14]2[C:13]=1[NH:22][C:2](=[O:4])[C:1](=[O:8])[NH:21]2. Procedure: The title compound (Allison, et al., J. Fluorine Chem. 1: 59 (1971)) was prepared using an adaptation of the method of Cheeseman (Cheeseman, G. W. H., J. Chem. Soc. 1171 (1962)). A mixture of diethyl oxalate (2.86 mL, 4.1 mmol) and 3,4,5,6-tetrafluoro-1,2-diaminobenzene (380 mg, 2.11 mmol) was heated to reflux with stirring under N2 for 8 h. The reaction was cooled to room temperature and a small amount of purple precipitate was observed. The excess diethyl oxalate was evaporated and the resulti... The reactants are CC(C)(C)c1ccc(CN=C=O)cc1, CC(C)(C)c1ccc(CN)cc1, ClCCl, CN(C)c1ccncc1, C=Cc1cc(CN)cc(C(F)(F)F)c1NS(C)(=O)=O. Yields the product C=Cc1cc(CNC(=O)NCc2ccc(C(C)(C)C)cc2)cc(C(F)(F)F)c1NS(C)(=O)=O. Reaction SMILES: [C:13]([CH3:14])([CH3:15])([CH3:16])[c:17]1[cH:18][cH:19][c:20]([CH2:23][N:24]=[C:25]=[O:26])[cH:21][cH:22]1.[C:1]([c:2]1[cH:3][cH:4][c:5]([CH2:6][NH2:7])[cH:8][cH:9]1)([CH3:10])([CH3:11])[CH3:12].[CH2:55]([Cl:56])[Cl:57].[CH3:46][N:47]([c:48]1[cH:49][cH:50][n:51][cH:52][cH:53]1)[CH3:54].[NH2:27][CH2:28][c:29]1[cH:30][c:31]([C:42]([F:43])([F:44])[F:45])[c:32]([NH:37][S:38](=[O:39])(=[O:40])[CH3:41])[c:33]([CH:35]=[CH2:36])[cH:34]1>>[C:13]([CH3:14])([CH3:15])([CH3:16])[c:17]1[cH:18][cH:19][c:20]([CH2:23][NH:24][C:25](=[O:26])[NH:27][CH2:28][c:29]2[cH:30][c:31]([C:42]([F:43])([F:44])[F:45])[c:32]([NH:37][S:38](=[O:39])(=[O:40])[CH3:41])[c:33]([CH:35]=[CH2:36])[cH:34]2)[cH:21][cH:22]1.